Task: describe an organic reaction: reactants, conditions, products, and yield. Dataset: the Open Reaction Database (ORD), a public repository of structured organic reaction records Starting materials: CC(=O)OC(C)=O, COC(=O)Cc1cccs1. Product: COC(=O)Cc1ccc(C(C)=O)s1. As a reaction SMILES: [CH3:11][C:12](=[O:13])[O:14][C:15](=[O:16])[CH3:17].[CH3:1][O:2][C:3]([CH2:4][c:5]1[s:6][cH:7][cH:8][cH:9]1)=[O:10]>>[CH3:1][O:2][C:3]([CH2:4][c:5]1[s:6][c:7]([C:12]([CH3:11])=[O:13])[cH:8][cH:9]1)=[O:10].